describe an organic reaction: reactants, conditions, products, and yield From a dataset of the Open Reaction Database (ORD), a public repository of structured organic reaction records. Starting materials: [Cl-].[NH4+] (ammonium chloride), S(=O)(=O)([O-])[O-].[NH4+].[NH4+] (ammonium sulfate), [Na] (sodium), C(C#CC\C=C\CCC)O (trans-5-nonen-2-yne-1-ol). Run in ammonia-ether, O (water). Conditions: temperature -78 celsius, time 6 hour. The product is C(\C=C\CC=CCCC)O (trans-2,5-nonadien-1-ol). The yield is 71.8%. Reaction SMILES: [CH2:1]([OH:10])[C:2]#[C:3][CH2:4]/[CH:5]=[CH:6]/[CH2:7][CH2:8][CH3:9].S([O-])([O-])(=O)=O.[NH4+].[NH4+].[Na].[Cl-].[NH4+]>O>[CH2:1]([OH:10])/[CH:2]=[CH:3]/[CH2:4][CH:5]=[CH:6][CH2:7][CH2:8][CH3:9] |f:1.2.3,5.6,^1:17|. Procedure: trans-5-nonen-2-yne-1-ol (21 g) was dissolved in liquid ammonia-ether solution (1:1) (200 ml) at -78° C. To the solution was added ammonium sulfate (105 g) and sodium metal (11 g) little by little. The mixture was stirred for 6 hours at -78° C. To the reaction mixture was added ammonium chloride to destroy excess sodium metal. The resultant mixture was stirred at ambient temperature to give a residue, which was dissolved in water. The aqueous solution was extracted with ether, washed with water,... The reactants are [K+], [NH4+], O=[N+]([O-])[O-], [OH-], O=S(=O)(O)O, CC(=O)Nc1cc2ccccc2cn1. Yields the product CC(=O)Nc1cc2c([N+](=O)[O-])cccc2cn1. Reaction SMILES: [K+:15].[NH4+:21].[O-:16][N+:17]([O-:18])=[O:19].[OH-:20].[S:22](=[O:23])(=[O:24])([OH:25])[OH:26].[cH:1]1[n:2][c:3]([NH:11][C:12]([CH3:13])=[O:14])[cH:4][c:5]2[cH:6][cH:7][cH:8][cH:9][c:10]12>>[cH:1]1[n:2][c:3]([NH:11][C:12]([CH3:13])=[O:14])[cH:4][c:5]2[c:6]([N+:17](=[O:16])[O-:18])[cH:7][cH:8][cH:9][c:10]12. The reactants are C(C)OC(=O)C1=C(N=C(S1)N)C1=CC=CC=C1 (2-amino-4-phenyl-thiazole-5-carboxylic acid ethyl ester), COC(C1=CC(=C(C=C1)[N+](=O)[O-])F)OC (4-dimethoxymethyl-2-fluoro-1-nitro-benzene), C([O-])([O-])=O.[Cs+].[Cs+] (cesium carbonate), CN(C=O)C (dimethylformamide). Solvent: O (water). Product: C(C)OC(=O)C1=C(N=C(S1)NC1=C(C=CC(=C1)C(OC)OC)[N+](=O)[O-])C1=CC=CC=C1 (2-(5-dimethoxymethyl-2-nitro-phenylamino)-4-phenyl-thiazole-5-carboxylic acid ethyl ester). The yield is 54.1%. Reaction SMILES: [CH2:1]([O:3][C:4]([C:6]1[S:10][C:9]([NH2:11])=[N:8][C:7]=1[C:12]1[CH:17]=[CH:16][CH:15]=[CH:14][CH:13]=1)=[O:5])[CH3:2].[CH3:18][O:19][CH:20]([O:31][CH3:32])[C:21]1[CH:26]=[CH:25][C:24]([N+:27]([O-:29])=[O:28])=[C:23](F)[CH:22]=1.C(=O)([O-])[O-].[Cs+].[Cs+].CN(C)C=O>O>[CH2:1]([O:3][C:4]([C:6]1[S:10][C:9]([NH:11][C:23]2[CH:22]=[C:21]([CH:20]([O:31][CH3:32])[O:19][CH3:18])[CH:26]=[CH:25][C:24]=2[N+:27]([O-:29])=[O:28])=[N:8][C:7]=1[C:12]1[CH:17]=[CH:16][CH:15]=[CH:14][CH:13]=1)=[O:5])[CH3:2] |f:2.3.4|. Procedure details: A mixture of 0.250 g (1 mmole) of 2-amino-4-phenyl-thiazole-5-carboxylic acid ethyl ester (V.1), 0.215 g (1 mmole) of 4-dimethoxymethyl-2-fluoro-1-nitro-benzene, 0.488 g (1.5 mmole) of cesium carbonate and 5 mL of dimethylformamide was heated at 100 degrees overnight. The cooled mixture was diluted with 30 mL of water and then extracted three times with 20 mL of ethyl acetate. The combined organic layers were washed with brine, dried over anhydrous magnesium sulfate, filtered and concentrated un... The reactants are C=1(CC(C=C(C1)CNCCCNCCCNCC(C)C)(CNCCCNCCCNCC(C)C)CNCCCNCCCNCC(C)C)C1=CC=CC=C1 (N1,N1′,N1″-([1,1′-Biphenyl]-3,3,5-triyltris(methylene))tris(N3-(3-(isobutylamino)propyl)propane-1,3-diamine)), Cl (HCl). Conditions: time 2 hour. Product: Cl.C1(=CC(=CC(=C1)CNCCCNCCCNCC(C)C)CNCCCNCCCNCC(C)C)C1=CC(=CC=C1)CNCCCNCCCNCC(C)C (N1,N1′,N1″-([1,1′-Biphenyl]-3,3′,5-triyltris(methylene))tris(N3-(3-(isobutylamino)propyl)propane-1,3-diamine), hydrochloride salt). Yield: 52.0%. As a reaction SMILES: [C:1]1(C2C=CC=CC=2)[CH2:2][C:3](CNCCCNCCCNCC(C)C)([CH2:21][NH:22][CH2:23][CH2:24][CH2:25][NH:26][CH2:27][CH2:28][CH2:29][NH:30][CH2:31][CH:32]([CH3:34])[CH3:33])[CH:4]=[C:5]([CH2:7][NH:8][CH2:9][CH2:10][CH2:11][NH:12][CH2:13][CH2:14][CH2:15][NH:16][CH2:17][CH:18]([CH3:20])[CH3:19])[CH:6]=1.[ClH:55]>>[ClH:55].[C:1]1([C:1]2[CH:2]=[CH:3][CH:4]=[C:5]([CH2:7][NH:8][CH2:9][CH2:10][CH2:11][NH:12][CH2:13][CH2:14][CH2:15][NH:16][CH2:17][CH:18]([CH3:20])[CH3:19])[CH:6]=2)[CH:6]=[C:5]([CH2:7][NH:8][CH2:9][CH2:10][CH2:11][NH:12][CH2:13][CH2:14][CH2:15][NH:16][CH2:17][CH:18]([CH3:20])[CH3:19])[CH:4]=[C:3]([CH2:21][NH:22][CH2:23][CH2:24][CH2:25][NH:26][CH2:27][CH2:28][CH2:29][NH:30][CH2:31][CH:32]([CH3:34])[CH3:33])[CH:2]=1 |f:2.3|. Reported procedure: N1,N1′,N1″-([1,1′-biphenyl]-3,3′,5-triyltris(methylene))tris(N3-(3-(isobutylamino)propyl)propane-1,3-diamine) from step 2 was subjected to acidification with methanolic HCl (100 mL, 1.0M). The reaction mixture stirred at rt for 2 h. The reaction mixture was concentrated under reduced pressure and the solid was collected by vacuum filtration and washed with Et2O (50 mL) and hot MeOH (50 mL) to afford the desired product (0.58 g, 52%) as a white solid. 1H NMR (500 MHz, D2O) δ ppm 7.91 (s, 1H), 7.8... Reactants: CC(=O)O[BH-](OC(C)=O)OC(C)=O, O=C([O-])O, Cc1cccc2ccc(=O)n(CC=O)c12, CC(=O)O, ClC(Cl)Cl, [Na+], [Na+], CC(C)(C)OC(=O)N(Cc1ccc2c(c1)OCCO2)C1CCNCC1. Product: Cc1cccc2ccc(=O)n(CCN3CCC(N(Cc4ccc5c(c4)OCCO5)C(=O)OC(C)(C)C)CC3)c12. RXN SMILES: [C:41]([O:42][BH-:43]([O:44][C:45](=[O:46])[CH3:47])[O:48][C:49](=[O:50])[CH3:51])(=[O:52])[CH3:53].[C:55](=[O:56])([O-:57])[OH:58].[CH3:26][c:27]1[cH:28][cH:29][cH:30][c:31]2[cH:32][cH:33][c:34](=[O:40])[n:35]([CH2:37][CH:38]=[O:39])[c:36]12.[CH3:60][C:61](=[O:62])[OH:63].[CH:64]([Cl:65])([Cl:66])[Cl:67].[Na+:54].[Na+:59].[O:1]1[CH2:2][CH2:3][O:4][c:5]2[c:6]1[cH:7][cH:8][c:9]([CH2:11][N:12]([C:13]([O:14][C:15]([CH3:16])([CH3:17])[CH3:18])=[O:19])[CH:20]1[CH2:21][CH2:22][NH:23][CH2:24][CH2:25]1)[cH:10]2>>[O:1]1[CH2:2][CH2:3][O:4][c:5]2[c:6]1[cH:7][cH:8][c:9]([CH2:11][N:12]([C:13]([O:14][C:15]([CH3:16])([CH3:17])[CH3:18])=[O:19])[CH:20]1[CH2:21][CH2:22][N:23]([CH2:38][CH2:37][n:35]3[c:34](=[O:40])[cH:33][cH:32][c:31]4[cH:30][cH:29][cH:28][c:27]([CH3:26])[c:36]43)[CH2:24][CH2:25]1)[cH:10]2. Starting materials: C1CCOC1, CCOC(=O)c1sc2nc[nH]c(=O)c2c1C, CO, [Li+], [OH-], O, O. Product: Cc1c(C(=O)O)sc2nc[nH]c(=O)c12. RXN SMILES: [CH2:21]1[O:22][CH2:23][CH2:24][CH2:25]1.[CH3:1][c:2]1[c:3]([C:12](=[O:13])[O:14][CH2:15][CH3:16])[s:4][c:5]2[n:6][cH:7][nH:8][c:9](=[O:11])[c:10]12.[CH3:26][OH:27].[Li+:20].[OH-:19].[OH2:17].[OH2:18]>>[CH3:1][c:2]1[c:3]([C:12](=[O:13])[OH:14])[s:4][c:5]2[n:6][cH:7][nH:8][c:9](=[O:11])[c:10]12. The reactants are C(C)(C)(C)[Li] (tert-butyllithium), BrC1=CC2=C(OCO2)C=C1 (5-bromobenzo-1,3-dioxole), O1COC2=C1C=CC(=C2)C=O (benzo-1,3-dioxole-5-carbaldehyde), C(=O)OCC (ethyl formate). The solvent is C1CCOC1 (THF), C1CCOC1 (THF). Reaction conditions: temperature -78 celsius, time 30 minute. The product is O1COC2=C1C=CC(=C2)C(O)C2=CC1=C(OCO1)C=C2 (dibenzo[d][1,3]dioxol-5-ylmethanol). RXN SMILES: C([Li])(C)(C)C.Br[C:7]1[CH:15]=[CH:14][C:10]2[O:11][CH2:12][O:13][C:9]=2[CH:8]=1.[O:16]1[C:20]2[CH:21]=[CH:22][C:23]([CH:25]=[O:26])=[CH:24][C:19]=2[O:18][CH2:17]1.C(OCC)=O>C1COCC1>[O:11]1[C:10]2[CH:14]=[CH:15][C:7]([CH:25]([C:23]3[CH:22]=[CH:21][C:20]4[O:16][CH2:17][O:18][C:19]=4[CH:24]=3)[OH:26])=[CH:8][C:9]=2[O:13][CH2:12]1. Procedure details: To a stirring solution of tert-butyllithium (1.8 mL, 3.1 mmol, 1.7M in pentane) at −78° C. was added dropwise a solution of 5-bromobenzo-1,3-dioxole (1.5 mmol) in THF (3 mL). After 30 min, benzo-1,3-dioxole-5-carbaldehyde (1.5 mmol) or ethyl formate (0.5 mmol) in THF (1 mL) was added. The mixture was stirred at −78° C. for 1 h and subsequently warmed to room temperature and stirred for an additional 4 h. The reaction was quenched by the addition of a saturated solution of NH4Cl and extracted wit...